Dataset: the Open Reaction Database (ORD), a public repository of structured organic reaction records. Task: describe an organic reaction: reactants, conditions, products, and yield The reactants are CC(=O)Nc1c(I)c(C(=O)[O-])c(I)c(N(C)C(C)=O)c1I, CCCCC(Cl)OC(=O)Oc1ccccc1, [I-], [K+], [Na+], CN(C)C=O. Yields the product CCCCC(OC(=O)Oc1ccccc1)OC(=O)c1c(I)c(NC(C)=O)c(I)c(N(C)C(C)=O)c1I. Reaction SMILES: [C:17]([CH3:18])(=[O:19])[NH:20][c:21]1[c:22]([I:37])[c:23]([N:32]([CH3:33])[C:34]([CH3:35])=[O:36])[c:24]([I:31])[c:25]([C:28](=[O:29])[O-:30])[c:26]1[I:27].[C:1]([O:2][CH:3]([CH2:4][CH2:5][CH2:6][CH3:7])[Cl:8])([O:9][c:10]1[cH:11][cH:12][cH:13][cH:14][cH:15]1)=[O:16].[I-:40].[K+:38].[Na+:39].[O:41]=[CH:42][N:43]([CH3:44])[CH3:45]>>[C:1]([O:2][CH:3]([CH2:4][CH2:5][CH2:6][CH3:7])[O:30][C:28]([c:25]1[c:24]([I:31])[c:23]([N:32]([CH3:33])[C:34]([CH3:35])=[O:36])[c:22]([I:37])[c:21]([NH:20][C:17]([CH3:18])=[O:19])[c:26]1[I:27])=[O:29])([O:9][c:10]1[cH:11][cH:12][cH:13][cH:14][cH:15]1)=[O:16]. Starting materials: FC=1C=CC(=C(C1)C(C)=O)O (5'-fluoro-2'-hydroxy-acetophenone), [OH-].[Na+] (NaOH), [H-].[Na+] (sodium hydride), C(OCC)(OCC)=O (diethyl carbonate). Run in C1=CC=CC=C1 (benzene), C1=CC=CC=C1 (benzene). Reaction conditions: time 1 hour. Yields the product OC1=CC(OC2=CC=CC=C12)=O (4-hydroxycoumarin). The yield is 76.6%. RXN SMILES: [H-].[Na+].[C:3](=O)(OCC)[O:4]CC.F[C:12]1[CH:13]=[CH:14][C:15]([OH:21])=[C:16]([C:18](=[O:20])[CH3:19])[CH:17]=1.[OH-].[Na+]>C1C=CC=CC=1>[OH:20][C:18]1[C:16]2[C:15](=[CH:14][CH:13]=[CH:12][CH:17]=2)[O:21][C:3](=[O:4])[CH:19]=1 |f:0.1,4.5|. Reported procedure: To a stirred suspension of sodium hydride (Aldrich, 60% dispersion in mineral oil) (1.2 g, 30.0 mmol) and diethyl carbonate (Aldrich) (5.9 g, 50 mmol) in anhydrous benzene (Aldrich) (100 mL) under a dry nitrogen atmosphere was added dropwise a solution of 5'-fluoro-2'-hydroxy-acetophenone (Aldrich) (1.54 g, 10 mmol) in anhydrous benzene. The mixture was then refluxed under a nitrogen atmosphere overnight. The reaction mixture was cooled and 50 mL 1N NaOH was added. The mixture was stirred at roo...